Dataset: the Open Reaction Database (ORD), a public repository of structured organic reaction records. Task: describe an organic reaction: reactants, conditions, products, and yield Starting materials: CON, CC(=O)c1nc(-c2cccnc2)[nH]c1C, CC(=O)[O-], Cl, [Na+], O. Yields the product CON=C(C)c1nc(-c2cccnc2)[nH]c1C. RXN SMILES: [CH3:17][O:18][NH2:19].[CH3:1][c:2]1[c:3]([C:13]([CH3:14])=[O:15])[n:4][c:5](-[c:7]2[cH:8][n:9][cH:10][cH:11][cH:12]2)[nH:6]1.[CH3:21][C:22](=[O:23])[O-:24].[ClH:16].[Na+:20].[OH2:25]>>[CH3:1][c:2]1[c:3]([C:13]([CH3:14])=[N:19][O:18][CH3:17])[n:4][c:5](-[c:7]2[cH:8][n:9][cH:10][cH:11][cH:12]2)[nH:6]1. The reactants are N(=O)[O-].[Na+] (NaNO2), Br (HBr), CC=1C=C(C(=NC1)N)[N+](=O)[O-] (5-methyl-3-nitro-pyridin-2-ylamine), [OH-].[Na+] (NaOH), BrBr (bromine). Solvent: O (water), O (water). Yields the product BrC1=NC=C(C=C1[N+](=O)[O-])C (2-bromo-5-methyl-3-nitro-pyridine). RXN SMILES: [BrH:1].[CH3:2][C:3]1[CH:4]=[C:5]([N+:10]([O-:12])=[O:11])[C:6](N)=[N:7][CH:8]=1.BrBr.N([O-])=O.[Na+].[OH-].[Na+]>O>[Br:1][C:6]1[C:5]([N+:10]([O-:12])=[O:11])=[CH:4][C:3]([CH3:2])=[CH:8][N:7]=1 |f:3.4,5.6|. Procedure details: To concentrated HBr (48%, 28.6 mL) was added 5-methyl-3-nitro-pyridin-2-ylamine (5 g, 32.6 mmol) in portions at 0° C. temperature with stirring. The mixture was stirred until the internal temperature reached to −10° C., then bromine was added drop wise. A solution of NaNO2 (7.6 g, 110.84 mmol) in water (11 mL) was added slowly to maintain the reaction mixture temperature below 0° C. The dark mixture (gas evolution was observed) was stirred for 1 h at 0° C. then was carefully treated (slow additi...